This data is from the Open Reaction Database (ORD), a public repository of structured organic reaction records. The task is: describe an organic reaction: reactants, conditions, products, and yield The reactants are C1CCOC1, COc1ccc(CO)cc1, COC(=O)c1cc(S(N)(=O)=O)ccc1O, CC(C)(C)OC(=O)N=NC(=O)OC(C)(C)C, c1ccc(P(c2ccccc2)c2ccccc2)cc1. The product is COC(=O)c1cc(S(N)(=O)=O)ccc1OCc1ccc(OC)cc1. As a reaction SMILES: [CH2:61]1[O:62][CH2:63][CH2:64][CH2:65]1.[CH3:16][O:17][c:18]1[cH:19][cH:20][c:21]([CH2:22][OH:23])[cH:24][cH:25]1.[CH3:1][O:2][C:3]([c:4]1[c:5]([OH:14])[cH:6][cH:7][c:8]([S:10]([NH2:11])(=[O:12])=[O:13])[cH:9]1)=[O:15].[N:45]([C:46]([O:47][C:48]([CH3:49])([CH3:50])[CH3:51])=[O:52])=[N:53][C:54]([O:55][C:56]([CH3:57])([CH3:58])[CH3:59])=[O:60].[c:26]1([P:27]([c:28]2[cH:29][cH:30][cH:31][cH:32][cH:33]2)[c:34]2[cH:35][cH:36][cH:37][cH:38][cH:39]2)[cH:40][cH:41][cH:42][cH:43][cH:44]1>>[CH3:1][O:2][C:3]([c:4]1[c:5]([O:14][CH2:22][c:21]2[cH:20][cH:19][c:18]([O:17][CH3:16])[cH:25][cH:24]2)[cH:6][cH:7][c:8]([S:10]([NH2:11])(=[O:12])=[O:13])[cH:9]1)=[O:15]. Starting materials: C(#N)CC1=C(NC2=NC=C(C=C21)F)C (3- (cyanomethyl)-5-fluoro-2-methylpyrrolo [2,3-b]pyridine), C(C(=O)C1=CC=CC=C1)Br (phenacyl bromide), initial solution. Run in C(C)#N (acetonitrile). The product is Br.C(#N)CC1=C(N=C2N(C=C(C=C21)F)CC(=O)C2=CC=CC=C2)C (3-(cyanomethyl)-5-fluoro-2-methyl-7-phenacylpyrrolo[2,3-b]pyridine hydrobromide). The yield is 89.3%. As a reaction SMILES: [C:1]([CH2:3][C:4]1[C:12]2[C:7](=[N:8][CH:9]=[C:10]([F:13])[CH:11]=2)[NH:6][C:5]=1[CH3:14])#[N:2].[CH2:15]([Br:24])[C:16]([C:18]1[CH:23]=[CH:22][CH:21]=[CH:20][CH:19]=1)=[O:17]>C(#N)C>[BrH:24].[C:1]([CH2:3][C:4]1[C:12]2[C:7]([N:8]([CH2:15][C:16]([C:18]3[CH:23]=[CH:22][CH:21]=[CH:20][CH:19]=3)=[O:17])[CH:9]=[C:10]([F:13])[CH:11]=2)=[N:6][C:5]=1[CH3:14])#[N:2] |f:3.4|. Reported procedure: A mixture of 3- (cyanomethyl)-5-fluoro-2-methylpyrrolo [2,3-b]pyridine (0.28 g, 1.5 mmol) and phenacyl bromide 0.32 g, 1.6 mmol) in acetonitrile (5 ml) was refluxed under argon for 3 h, during which time the initial solution was transformed into a suspension. Then the suspension was cooled in an ice bath, filtered and washed with diethyl ether (2×2 ml). The crystalline product was purified by recrystallization from hot acetonitrile to give 0.52 g (90% ) of the title compound. Reactants: SC=1C=C2CCC(N(C2=CC1)C)=S (6-mercapto-1-methyl-2-thioxo-1,2,3,4-tetrahydroquinoline), ClC=1SC(=CN1)[C@@]1(C[C@@H](OCC1)C)O ((2S,4R)-4-(2-chlorothiazol-5-yl)-4-hydroxy-2-methyltetrahydropyran). Product: O[C@]1(C[C@@H](OCC1)C)C1=CN=C(S1)SC=1C=C2CCC(N(C2=CC1)C)=S ((2S,4R)-4-hydroxy-2-methyl-4-[2-(1-methyl-2-thioxo-1,2,3,4-tetrahydroquinolin-6-ylthio)thiazol-5-yl]tetrahydropyran). Isolated yield 45.0%. RXN SMILES: [SH:1][C:2]1[CH:3]=[C:4]2[C:9](=[CH:10][CH:11]=1)[N:8]([CH3:12])[C:7](=[S:13])[CH2:6][CH2:5]2.Cl[C:15]1[S:16][C:17]([C@@:20]2([OH:27])[CH2:25][CH2:24][O:23][C@@H:22]([CH3:26])[CH2:21]2)=[CH:18][N:19]=1>>[OH:27][C@:20]1([C:17]2[S:16][C:15]([S:1][C:2]3[CH:3]=[C:4]4[C:9](=[CH:10][CH:11]=3)[N:8]([CH3:12])[C:7](=[S:13])[CH2:6][CH2:5]4)=[N:19][CH:18]=2)[CH2:25][CH2:24][O:23][C@@H:22]([CH3:26])[CH2:21]1. Procedure details: Using an analogous procedure to that described in Example 3, 6-mercapto-1-methyl-2-thioxo-1,2,3,4-tetrahydroquinoline was reacted with (2S,4R)-4-(2-chlorothiazol-5-yl)-4-hydroxy-2-methyltetrahydropyran to give (2S,4R)-4-hydroxy-2-methyl-4-[2-(1-methyl-2-thioxo-1,2,3,4-tetrahydroquinolin-6-ylthio)thiazol-5-yl]tetrahydropyran as a foam (0.365 g, 45%); Starting materials: COC1=CC2=C(C=C1)NC=C2CCO (5-methoxytryptophol), C1(=CC=CC=C1)S(=O)(=O)Cl (benzenesulphonyl chloride), C1(=CC=CC=C1)S(=O)(=O)Cl (benzenesulphonyl chloride). Reagents/catalysts: S(=O)(=O)(O)[O-].C(CCC)[N+](CCCC)(CCCC)CCCC (tetrabutylammonium hydrogen sulphate). The solvent is [OH-].[Na+] (NaOH), ClCCl (dichloromethane). Run at time 20 minute. The product is C1(=CC=CC=C1)S(=O)(=O)N1C=C(C2=CC(=CC=C12)OC)CCO (2-(1-benzenesulphonyl-5-methoxy-1H-indol-3-yl)ethanol), C1(=CC=CC=C1)S(=O)(=O)N1C=C(C2=CC(=CC=C12)OC)CCOS(=O)(=O)C1=CC=CC=C1 (Benzenesulphonic acid 2-(1-benzenesulphonyl-5-methoxy-1H-indol-3-yl)ethyl ester). The yield is 52.0%. As a reaction SMILES: [CH3:1][O:2][C:3]1[CH:8]=[CH:7][C:6]2[NH:9][CH:10]=[C:11]([CH2:12][CH2:13][OH:14])[C:5]=2[CH:4]=1.[C:15]1([S:21](Cl)(=[O:23])=[O:22])[CH:20]=[CH:19][CH:18]=[CH:17][CH:16]=1>S([O-])(O)(=O)=O.C([N+](CCCC)(CCCC)CCCC)CCC.[OH-].[Na+].ClCCl>[C:15]1([S:21]([N:9]2[C:6]3[C:5](=[CH:4][C:3]([O:2][CH3:1])=[CH:8][CH:7]=3)[C:11]([CH2:12][CH2:13][OH:14])=[CH:10]2)(=[O:23])=[O:22])[CH:20]=[CH:19][CH:18]=[CH:17][CH:16]=1.[C:15]1([S:21]([N:9]2[C:6]3[C:5](=[CH:4][C:3]([O:2][CH3:1])=[CH:8][CH:7]=3)[C:11]([CH2:12][CH2:13][O:14][S:21]([C:15]3[CH:20]=[CH:19][CH:18]=[CH:17][CH:16]=3)(=[O:23])=[O:22])=[CH:10]2)(=[O:23])=[O:22])[CH:20]=[CH:19][CH:18]=[CH:17][CH:16]=1 |f:2.3,4.5|. Procedure: To a stirred two-phase mixture of 5-methoxytryptophol (0.150 g, 0.785 mmol) and tetrabutylammonium hydrogen sulphate (27 mg, 0.0785 mmol) in 50% aqueous NaOH (3 ml) and dichloromethane (30 ml) was added benzenesulphonyl chloride (0.25 ml, 1.96 mmol) dropwise over 5 min. The mixture was stirred for 20 min, more benzenesulphonyl chloride 0.10 ml, 0.784 mmol) was added dropwise, and the mixture was stirred for a further hour. The organic layer was washed with brine, dried (Na2SO4) and evaporated in...